From a dataset of the Open Reaction Database (ORD), a public repository of structured organic reaction records. describe an organic reaction: reactants, conditions, products, and yield Starting materials: Cc1oc(-c2ccccc2)nc1COc1ccc(CON)cc1, CCOC(=O)C(C)(C)C(=O)c1ccccc1, CC(=O)O, CC(=O)[O-], CCO, [Na+], O. Product: CCOC(=O)C(C)(C)C(=NOCc1ccc(OCc2nc(-c3ccccc3)oc2C)cc1)c1ccccc1. RXN SMILES: [CH3:1][c:2]1[c:3]([CH2:13][O:14][c:15]2[cH:16][cH:17][c:18]([CH2:19][O:20][NH2:21])[cH:22][cH:23]2)[n:4][c:5](-[c:7]2[cH:8][cH:9][cH:10][cH:11][cH:12]2)[o:6]1.[CH3:24][C:25]([C:26](=[O:27])[O:28][CH2:29][CH3:30])([C:31]([c:32]1[cH:33][cH:34][cH:35][cH:36][cH:37]1)=[O:38])[CH3:39].[CH3:40][C:41](=[O:42])[OH:43].[CH3:45][C:46](=[O:47])[O-:48].[CH3:50][CH2:51][OH:52].[Na+:44].[OH2:49]>>[CH3:1][c:2]1[c:3]([CH2:13][O:14][c:15]2[cH:16][cH:17][c:18]([CH2:19][O:20][N:21]=[C:31]([C:25]([CH3:24])([C:26](=[O:27])[O:28][CH2:29][CH3:30])[CH3:39])[c:32]3[cH:33][cH:34][cH:35][cH:36][cH:37]3)[cH:22][cH:23]2)[n:4][c:5](-[c:7]2[cH:8][cH:9][cH:10][cH:11][cH:12]2)[o:6]1. Reactants: Oc1cc(Oc2ccccc2)ccc1Br, CC(C)=O, CI, [K+], [K+], O=C([O-])[O-]. Product: COc1cc(Oc2ccccc2)ccc1Br. As a reaction SMILES: [Br:1][c:2]1[c:3]([OH:15])[cH:4][c:5]([O:8][c:9]2[cH:10][cH:11][cH:12][cH:13][cH:14]2)[cH:6][cH:7]1.[CH3:24][C:25](=[O:26])[CH3:27].[I:22][CH3:23].[K+:16].[K+:17].[O-:18][C:19]([O-:20])=[O:21]>>[Br:1][c:2]1[c:3]([O:15][CH3:19])[cH:4][c:5]([O:8][c:9]2[cH:10][cH:11][cH:12][cH:13][cH:14]2)[cH:6][cH:7]1. The reactants are C(=O)(OC)C1=CC=C(CNC2=CC=3C(CCC(C3C=C2)(C)C)(C)C)C=C1 (N-(4-carbomethoxybenzyl)-5,6,7,8-tetrahydro-5,5,8,8-tetramethyl-2-naphthylamine), [OH-].[K+] (potassium hydroxide), Cl (hydrochloric acid). Solvent: C(C)O.CS(=O)C.O (ethanol dimethyl sulfoxide water). Yields the product C(=O)(O)C1=CC=C(CNC2=CC=3C(CCC(C3C=C2)(C)C)(C)C)C=C1 (N-(4-carboxybenzyl)-5,6,7,8-tetrahydro-5,5,8,8-tetramethyl-2 - naphthylamine). Isolated yield 57.3%. As a reaction SMILES: [C:1]([C:5]1[CH:26]=[CH:25][C:8]([CH2:9][NH:10][C:11]2[CH:20]=[CH:19][C:18]3[C:17]([CH3:22])([CH3:21])[CH2:16][CH2:15][C:14]([CH3:24])([CH3:23])[C:13]=3[CH:12]=2)=[CH:7][CH:6]=1)([O:3]C)=[O:2].[OH-].[K+].Cl>C(O)C.CS(C)=O.O>[C:1]([C:5]1[CH:6]=[CH:7][C:8]([CH2:9][NH:10][C:11]2[CH:20]=[CH:19][C:18]3[C:17]([CH3:21])([CH3:22])[CH2:16][CH2:15][C:14]([CH3:24])([CH3:23])[C:13]=3[CH:12]=2)=[CH:25][CH:26]=1)([OH:3])=[O:2] |f:1.2,4.5.6|. Procedure details: 2 g of this ester and 2.5 g of potassium hydroxide in 45 ml of 5:1:3 ethanol/dimethyl sulfoxide/water were refluxed for 1 hour. At room temperature, 20 ml of 2N hydrochloric acid were added to the solution. The precipitate was filtered off, recrystallized from methanol and yielded 1.1 g of the title compound of melting point 225°-231° C. Starting materials: BrC=1C=CC=2N3C4=C(C=C(C=C4C2C1)O)C(C(=C3)CC=3C=NC=CC3)=O (10-bromo-2-hydroxy-5-(3-pyridylmethyl)-4H-pyrido[3,2,1-jk]carbazole-4-one), ice water, C([O-])([O-])=O.[K+].[K+] (potassium carbonate), ICCCC (1-iodobutane). The solvent is CS(=O)C (dimethyl sulfoxide). Run at time 30 minute. The product is BrC=1C=CC=2N3C4=C(C=C(C=C4C2C1)OCCCC)C(C(=C3)CC=3C=NC=CC3)=O (10-bromo-2-butoxy-5-(3-pyridylmethyl)-4H-pyrido[3,2,1-jk]carbazole-4-one). Isolated yield 73.0%. Reaction SMILES: [Br:1][C:2]1[CH:3]=[CH:4][C:5]2[N:6]3[CH:18]=[C:17]([CH2:19][C:20]4[CH:21]=[N:22][CH:23]=[CH:24][CH:25]=4)[C:16](=[O:26])[C:8]4[CH:9]=[C:10]([OH:15])[CH:11]=[C:12]([C:13]=2[CH:14]=1)[C:7]3=4.C(=O)([O-])[O-].[K+].[K+].I[CH2:34][CH2:35][CH2:36][CH3:37]>CS(C)=O>[Br:1][C:2]1[CH:3]=[CH:4][C:5]2[N:6]3[CH:18]=[C:17]([CH2:19][C:20]4[CH:21]=[N:22][CH:23]=[CH:24][CH:25]=4)[C:16](=[O:26])[C:8]4[CH:9]=[C:10]([O:15][CH2:34][CH2:35][CH2:36][CH3:37])[CH:11]=[C:12]([C:13]=2[CH:14]=1)[C:7]3=4 |f:1.2.3|. Reported procedure: 10-bromo-2-hydroxy-5-(3-pyridylmethyl)-4H-pyrido[3,2,1-jk]carbazole-4-one (0.3 g) obtained in Example 2 was suspended in dimethyl sulfoxide (30 ml), and to the suspension was added potassium carbonate (0.2 g), and the mixture was stirred at room temperature for 30 minutes. 1-iodobutane (0.1 ml) was added and the mixture was stirred at room temperature for 12 hours. The reaction mixture was poured into ice water, and extracted with ethyl acetate. The ethyl acetate layer was washed with saturated ... Reactants: C(C1=CC=CC=C1)N1C(N(C(C2=C1NN=C2NC)=O)CCCC)=O (7-benzyl-5-butyl-3-methylaminopyrazolo[3,4-d]pyrimidine-4,6(5H,7H)-dione), CI (methyl iodide), C([O-])([O-])=O.[K+].[K+] (potassium carbonate). Conditions: time 12 hour. Product: C(C1=CC=CC=C1)N1C(N(C(C=2C1=NN(C2NC)C)=O)CCCC)=O (7-Benzyl-5-butyl-2-methyl-3-methylamino-2H-pyrazolo[3,4-d]pyrimidine-4,6(5H,7H)-dione). The yield is 56.3%. As a reaction SMILES: [CH2:1]([N:8]1[C:13]2[NH:14][N:15]=[C:16]([NH:17][CH3:18])[C:12]=2[C:11](=[O:19])[N:10]([CH2:20][CH2:21][CH2:22][CH3:23])[C:9]1=[O:24])[C:2]1[CH:7]=[CH:6][CH:5]=[CH:4][CH:3]=1.CI.[C:27](=O)([O-])[O-].[K+].[K+]>>[CH2:1]([N:8]1[C:13]2=[N:14][N:15]([CH3:27])[C:16]([NH:17][CH3:18])=[C:12]2[C:11](=[O:19])[N:10]([CH2:20][CH2:21][CH2:22][CH3:23])[C:9]1=[O:24])[C:2]1[CH:7]=[CH:6][CH:5]=[CH:4][CH:3]=1 |f:2.3.4|. Reported procedure: A mixture of 7-benzyl-5-butyl-3-methylaminopyrazolo[3,4-d]pyrimidine-4,6(5H,7H)-dione (1.5 g, 4.58 mM), methyl iodide (0.48 ml, 6 mM) and potassium carbonate (0.82 g, 6 mM) was stirred at room temperature for 12 hours. The mixture was concentrated to dryness and the residue was extracted with chloroform and water. The organic layer was washed with water, dried (MgSO4) and concentrated to dryness to give a solid. Recrystallization from 80% ethanol gave colorless needles (0.88 g, 50%), m.p. 146°-1... Starting materials: ClC=1C=C2C(C(NC2=CC1)=O)(NCCCOC)C1=C(C=CC=C1)Cl (5-chloro-3-(2-chlorophenyl)-1,3-dihydro-3-[(3-methoxypropyl)amino]indol-2-one), C(C)(=O)N1CCC2=CC(=CC=C12)S(=O)(=O)Cl (1-acetylindoline-5-sulfonyl chloride). Yields the product O.C(C)(=O)N1CCC2=CC(=CC=C12)S(=O)(=O)N1C(C(C2=CC(=CC=C12)Cl)(NCCCOC)C1=C(C=CC=C1)Cl)=O.C(C)(=O)N1CCC2=CC(=CC=C12)S(=O)(=O)N1C(C(C2=CC(=CC=C12)Cl)(C1=C(C=CC=C1)Cl)NCCCOC)=O (1-[(1-Acetylindolin-5-yl)sulfonyl]-5-chloro-3-(2-chlorophenyl)-1,3-dihydro-3-[(3-methoxypropyl)amino]indol-2-one hemihydrate). Isolated yield 84.5%. As a reaction SMILES: [Cl:1][C:2]1[CH:3]=[C:4]2[C:8](=[CH:9][CH:10]=1)[NH:7][C:6](=[O:11])[C:5]2([C:18]1[CH:23]=[CH:22][CH:21]=[CH:20][C:19]=1[Cl:24])[NH:12][CH2:13][CH2:14][CH2:15][O:16][CH3:17].[C:25]([N:28]1[C:36]2[C:31](=[CH:32][C:33]([S:37](Cl)(=[O:39])=[O:38])=[CH:34][CH:35]=2)[CH2:30][CH2:29]1)(=[O:27])[CH3:26]>>[OH2:11].[C:25]([N:28]1[C:36]2[C:31](=[CH:32][C:33]([S:37]([N:7]3[C:8]4[C:4](=[CH:3][C:2]([Cl:1])=[CH:10][CH:9]=4)[C:5]([C:18]4[CH:23]=[CH:22][CH:21]=[CH:20][C:19]=4[Cl:24])([NH:12][CH2:13][CH2:14][CH2:15][O:16][CH3:17])[C:6]3=[O:11])(=[O:38])=[O:39])=[CH:34][CH:35]=2)[CH2:30][CH2:29]1)(=[O:27])[CH3:26].[C:25]([N:28]1[C:36]2[C:31](=[CH:32][C:33]([S:37]([N:7]3[C:8]4[C:4](=[CH:3][C:2]([Cl:1])=[CH:10][CH:9]=4)[C:5]([NH:12][CH2:13][CH2:14][CH2:15][O:16][CH3:17])([C:18]4[CH:23]=[CH:22][CH:21]=[CH:20][C:19]=4[Cl:24])[C:6]3=[O:11])(=[O:38])=[O:39])=[CH:34][CH:35]=2)[CH2:30][CH2:29]1)(=[O:27])[CH3:26] |f:2.3.4|. Reported procedure: This compound is prepared according to the procedure described in EXAMPLE 222 from 1 g of 5-chloro-3-(2-chlorophenyl)-1,3-dihydro-3-[(3-methoxypropyl)amino]indol-2-one and 0.711 g of 1-acetylindoline-5-sulfonyl chloride. 0.921 g of the expected product is obtained after crystallization from a DCM/iso ether mixture. M.p=158°-162° C. Reactants: O=C(Nc1ccc(F)cc1)C1CCN(c2ccnc3ccc(Br)cc23)CC1, OB(O)c1cn(C(c2ccccc2)(c2ccccc2)c2ccccc2)nc1C(F)(F)F. Product: O=C(Nc1ccc(F)cc1)C1CCN(c2ccnc3ccc(-c4cn(C(c5ccccc5)(c5ccccc5)c5ccccc5)nc4C(F)(F)F)cc23)CC1. RXN SMILES: [F:1][c:2]1[cH:3][cH:4][c:5]([NH:8][C:9](=[O:10])[CH:11]2[CH2:12][CH2:13][N:14]([c:17]3[cH:18][cH:19][n:20][c:21]4[cH:22][cH:23][c:24]([Br:27])[cH:25][c:26]34)[CH2:15][CH2:16]2)[cH:6][cH:7]1.[F:28][C:29]([c:30]1[n:31][n:32]([C:38]([c:39]2[cH:40][cH:41][cH:42][cH:43][cH:44]2)([c:45]2[cH:46][cH:47][cH:48][cH:49][cH:50]2)[c:51]2[cH:52][cH:53][cH:54][cH:55][cH:56]2)[cH:33][c:34]1[B:35]([OH:36])[OH:37])([F:57])[F:58]>>[F:1][c:2]1[cH:3][cH:4][c:5]([NH:8][C:9](=[O:10])[CH:11]2[CH2:12][CH2:13][N:14]([c:17]3[cH:18][cH:19][n:20][c:21]4[cH:22][cH:23][c:24](-[c:34]5[c:30]([C:29]([F:28])([F:57])[F:58])[n:31][n:32]([C:38]([c:39]6[cH:40][cH:41][cH:42][cH:43][cH:44]6)([c:45]6[cH:46][cH:47][cH:48][cH:49][cH:50]6)[c:51]6[cH:52][cH:53][cH:54][cH:55][cH:56]6)[cH:33]5)[cH:25][c:26]34)[CH2:15][CH2:16]2)[cH:6][cH:7]1.